From a dataset of the Open Reaction Database (ORD), a public repository of structured organic reaction records. describe an organic reaction: reactants, conditions, products, and yield Starting materials: ClCCCBr, Sc1cccc(Cl)c1. Product: ClCCCSc1cccc(Cl)c1. Reaction SMILES: [Br:9][CH2:10][CH2:11][CH2:12][Cl:13].[Cl:1][c:2]1[cH:3][c:4]([SH:8])[cH:5][cH:6][cH:7]1>>[Cl:1][c:2]1[cH:3][c:4]([S:8][CH2:10][CH2:11][CH2:12][Cl:13])[cH:5][cH:6][cH:7]1. Reactants: C1(CCCCC1)N=C=NC1CCCCC1 (dicyclohexylcarbodiimide), C(C)(C)(C)ON=C(C(=O)O)C=1C2=C(SC1)C=CC=C2 (2-(t-butoxyimino)-2-(benzo-[b]-thien-3-yl)-acetic acid), N[C@H]1[C@@H]2N(C(=C(CS2)CSC=2SC(=NN2)C)C(=O)OC(C2=CC=CC=C2)C2=CC=CC=C2)C1=O (diphenylmethyl 7β-amino-3-(5-methyl-1,3,4-thiadiazol-2-yl)thiomethylceph-3-em-4-carboxylate). The solvent is C(Cl)Cl (methylene chloride), C(Cl)Cl (methylene chloride), CN(C=O)C (dimethylformamide), C(Cl)Cl (methylene chloride). Conditions: time 16 hour. Yields the product C(C)(C)(C)ON=C(C(=O)N[C@H]1[C@@H]2N(C(=C(CS2)CSC=2SC(=NN2)C)C(=O)O)C1=O)C=1C2=C(SC1)C=CC=C2 (7β-[2-t-butoxyimino-2-(benzo-[b]-thien-3-yl)-acetamido]-3 -(5-methyl-1,3,4-thiadiazol-2-yl)thiomethylceph-3-em-4-carboxylic acid). Isolated yield 139.7%. RXN SMILES: [C:1]([O:5][N:6]=[C:7]([C:11]1[C:12]2[CH:19]=[CH:18][CH:17]=[CH:16][C:13]=2[S:14][CH:15]=1)[C:8]([OH:10])=O)([CH3:4])([CH3:3])[CH3:2].[NH2:20][C@@H:21]1[C:52](=[O:53])[N:23]2[C:24]([C:36]([O:38]C(C3C=CC=CC=3)C3C=CC=CC=3)=[O:37])=[C:25]([CH2:28][S:29][C:30]3[S:31][C:32]([CH3:35])=[N:33][N:34]=3)[CH2:26][S:27][C@H:22]12.C1(N=C=NC2CCCCC2)CCCCC1>C(Cl)Cl.CN(C)C=O>[C:1]([O:5][N:6]=[C:7]([C:11]1[C:12]2[CH:19]=[CH:18][CH:17]=[CH:16][C:13]=2[S:14][CH:15]=1)[C:8]([NH:20][C@@H:21]1[C:52](=[O:53])[N:23]2[C:24]([C:36]([OH:38])=[O:37])=[C:25]([CH2:28][S:29][C:30]3[S:31][C:32]([CH3:35])=[N:33][N:34]=3)[CH2:26][S:27][C@H:22]12)=[O:10])([CH3:2])([CH3:3])[CH3:4]. Procedure: A solution of 2-(t-butoxyimino)-2-(benzo-[b]-thien-3-yl)-acetic acid (1.11 g) in methylene chloride (5 ml.) and dimethylformamide (1 ml) was added to a solution of diphenylmethyl 7β-amino-3-(5-methyl-1,3,4-thiadiazol-2-yl)thiomethylceph-3-em-4-carboxylate (2.04 g) in methylene chloride (20 ml.). A solution of dicyclohexylcarbodiimide (0.823 g) in methylene chloride (5 ml) was added to the above stirred solution at 20°. The mixture was kept at 5° for 16 hours and was then filtered. The filtrate w... Reactants: O=C([O-])[O-], CCCI, CC(C)=O, [K+], [K+], CCOC(=O)C(=NO)C(C)=O. Reaction SMILES: [C:12](=[O:13])([O-:14])[O-:15].[CH2:18]([CH2:19][CH3:20])[I:21].[CH3:22][C:23](=[O:24])[CH3:25].[K+:16].[K+:17].[OH:1][N:2]=[C:3]([C:4](=[O:5])[O:6][CH2:7][CH3:8])[C:9]([CH3:10])=[O:11]>>[O:1]([N:2]=[C:3]([C:4](=[O:5])[O:6][CH2:7][CH3:8])[C:9]([CH3:10])=[O:11])[CH2:18][CH2:19][CH3:20]. The product is CCCON=C(C(C)=O)C(=O)OCC.